From a dataset of the Open Reaction Database (ORD), a public repository of structured organic reaction records. describe an organic reaction: reactants, conditions, products, and yield Reactants: ClC1=C(C=C(C=C1)[C@@H](CC)NC=1C=NC(=C(C1)C(OC)OC)C)C ([(R)-1-(4-Chloro-3-methyl-phenyl)-propyl]-(5-dimethoxymethyl-6-methyl-pyridin-3-yl)-amine). The solvent is Cl (HCl), C([O-])(O)=O.[Na+] (sodium bicarbonate). The product is ClC1=C(C=C(C=C1)[C@@H](CC)NC=1C=C(C(=NC1)C)C=O)C (5-[(R)-1-(4-Chloro-3-methyl-phenyl)-propylamino]-2-methyl-pyridine-3-carbaldehyde). As a reaction SMILES: [Cl:1][C:2]1[CH:7]=[CH:6][C:5]([C@H:8]([NH:11][C:12]2[CH:13]=[N:14][C:15]([CH3:23])=[C:16]([CH:18](OC)[O:19]C)[CH:17]=2)[CH2:9][CH3:10])=[CH:4][C:3]=1[CH3:24]>Cl.C(=O)(O)[O-].[Na+]>[Cl:1][C:2]1[CH:7]=[CH:6][C:5]([C@H:8]([NH:11][C:12]2[CH:17]=[C:16]([CH:18]=[O:19])[C:15]([CH3:23])=[N:14][CH:13]=2)[CH2:9][CH3:10])=[CH:4][C:3]=1[CH3:24] |f:2.3|. Procedure: INT 49 (184 mg, 0.527 mmol) was heated at 80° C. in 1 M HCl (2.6 mL) for 2 hours. The mixture was cooled down and diluted with saturated aqueous sodium bicarbonate. The mixture was extracted with EtOAc and the organic layer was washed with brine, dried over sodium sulfate and concentrated. The product was used in the next step without further purification. Reactants: C1(=CC=CC=C1)O (phenol), CCCCCCCCBr (n-bromooctane), [OH-].[K+] (potassium hydroxide). Reagents/catalysts: [Br-].C(CCC)[N+](CCCC)(CCCC)CCCC (tetrabutylammonium bromide). The solvent is C1(=CC=CC=C1)C (toluene), O (water), O (water). Yields the product C1(=CC=CC=C1)OCCCCCCCC (octyl phenyl ether). As a reaction SMILES: [C:1]1([OH:7])[CH:6]=[CH:5][CH:4]=[CH:3][CH:2]=1.[CH3:8][CH2:9][CH2:10][CH2:11][CH2:12][CH2:13][CH2:14][CH2:15]Br.[OH-].[K+]>[Br-].C([N+](CCCC)(CCCC)CCCC)CCC.O.C1(C)C=CC=CC=1>[C:1]1([O:7][CH2:8][CH2:9][CH2:10][CH2:11][CH2:12][CH2:13][CH2:14][CH3:15])[CH:6]=[CH:5][CH:4]=[CH:3][CH:2]=1 |f:2.3,4.5|. Reported procedure: 44.8 g (or 0.477 mol) of phenol, 38.6 g (or 0.2 mol) of n-bromooctane, 6 g of tetrabutylammonium bromide, 26.8 g of potassium hydroxide, 100 ml of water and 100 ml of toluene were charged into a 500 ml, three-necked, round-bottom flask equipped with a mechanical stirrer, a thermometer and water-cooled reflux condenser. This medium was stirred and was then heated to reflux for 20 hours. The reaction mixture was then cooled to room temperature. The phases were settled and separated. The organic ph... Reactants: C1CNC(C2CC2)CN1, O=C(O)c1cn(C2CC2)c2cc(Cl)c(F)cc2c1=O, c1ccncc1. Yields the product O=C(O)c1cn(C2CC2)c2cc(N3CCNC(C4CC4)C3)c(F)cc2c1=O. RXN SMILES: [CH:20]1([CH:23]2[CH2:24][NH:25][CH2:26][CH2:27][NH:28]2)[CH2:21][CH2:22]1.[Cl:1][c:2]1[c:3]([F:19])[cH:4][c:5]2[c:6](=[O:18])[c:7]([C:15](=[O:16])[OH:17])[cH:8][n:9]([CH:12]3[CH2:13][CH2:14]3)[c:10]2[cH:11]1.[cH:29]1[cH:30][cH:31][n:32][cH:33][cH:34]1>>[c:2]1([N:25]2[CH2:24][CH:23]([CH:20]3[CH2:21][CH2:22]3)[NH:28][CH2:27][CH2:26]2)[c:3]([F:19])[cH:4][c:5]2[c:6](=[O:18])[c:7]([C:15](=[O:16])[OH:17])[cH:8][n:9]([CH:12]3[CH2:13][CH2:14]3)[c:10]2[cH:11]1. Reported procedure: To a solution of 7-methylquinazolin-4(3H)-one (900 mg, 5.63 mmol) in MeOH (180 mg, 5.63 mmol) and AcOH (5.07 g, 84.45 mmol) was added bromine (300 μL, 5.63 mmol) and the reaction mixture was stirred at rt for 4 h. Then the reaction mixture was quenched with an aq. solution of sodium thiosulphate. The precipitate obtained was filtered and dried to afford 900 mg of the title product. 1H NMR (300 MHz, DMSO-d6): δ 12.24 (br s, 1H), 8.18 (s, 1H), 8.08 (s, 1H), 7.66 (s, 1H), 2.48 (s, 3H). Conditions: time 4 hour. The reactants are CC1=CC=C2C(NC=NC2=C1)=O (7-methylquinazolin-4(3H)-one), CO (MeOH), CC(=O)O (AcOH), BrBr (bromine). As a reaction SMILES: [CH3:1][C:2]1[CH:11]=[C:10]2[C:5]([C:6](=[O:12])[NH:7][CH:8]=[N:9]2)=[CH:4][CH:3]=1.CO.CC(O)=O.[Br:19]Br>>[Br:19][C:4]1[CH:3]=[C:2]([CH3:1])[CH:11]=[C:10]2[C:5]=1[C:6](=[O:12])[NH:7][CH:8]=[N:9]2. Yield: 66.9%. Yields the product BrC1=C2C(NC=NC2=CC(=C1)C)=O (5-bromo-7-methylquinazolin-4(3H)-one). The reactants are CC(C(=O)OCC)(C)OC1=C(C=C(C=C1)CN(C1=NC(=CC=C1)C1=CC=C(C=C1)C(F)(F)F)CC1=CC=C(C=C1)C(F)(F)F)C (ethyl 2-methyl-2-{2-methyl-4-[([4-(trifluoromethyl)benzyl]{6-[4-(trifluoromethyl)phenyl]pyridin-2-yl}amino)methyl]phenoxy}propanoate), [OH-].[Na+] (NaOH). The solvent is O1CCCC1 (tetrahydrofuran), CO (methanol). Reaction conditions: time 20 hour. The product is CC(C(=O)O)(C)OC1=C(C=C(C=C1)CN(C1=NC(=CC=C1)C1=CC=C(C=C1)C(F)(F)F)CC1=CC=C(C=C1)C(F)(F)F)C (2-Methyl-2-{2-methyl-4-[([4-(trifluoromethyl)benzyl]{6-[4-(trifluoromethyl)phenyl]pyridin-2-yl}amino)methyl]phenoxy}propanoic acid). Isolated yield 90.5%. RXN SMILES: [CH3:1][C:2]([O:9][C:10]1[CH:15]=[CH:14][C:13]([CH2:16][N:17]([CH2:34][C:35]2[CH:40]=[CH:39][C:38]([C:41]([F:44])([F:43])[F:42])=[CH:37][CH:36]=2)[C:18]2[CH:23]=[CH:22][CH:21]=[C:20]([C:24]3[CH:29]=[CH:28][C:27]([C:30]([F:33])([F:32])[F:31])=[CH:26][CH:25]=3)[N:19]=2)=[CH:12][C:11]=1[CH3:45])([CH3:8])[C:3]([O:5]CC)=[O:4].[OH-].[Na+]>O1CCCC1.CO>[CH3:8][C:2]([O:9][C:10]1[CH:15]=[CH:14][C:13]([CH2:16][N:17]([CH2:34][C:35]2[CH:40]=[CH:39][C:38]([C:41]([F:44])([F:43])[F:42])=[CH:37][CH:36]=2)[C:18]2[CH:23]=[CH:22][CH:21]=[C:20]([C:24]3[CH:29]=[CH:28][C:27]([C:30]([F:32])([F:31])[F:33])=[CH:26][CH:25]=3)[N:19]=2)=[CH:12][C:11]=1[CH3:45])([CH3:1])[C:3]([OH:5])=[O:4] |f:1.2|. Procedure details: To a solution of ethyl 2-methyl-2-{2-methyl-4-[([4-(trifluoromethyl)benzyl]{6-[4-(trifluoromethyl)phenyl]pyridin-2-yl}amino)methyl]phenoxy}propanoate (0.07 g, 0.11 mmol) in tetrahydrofuran (2 mL) and methanol (2 mL) was added 2M aq. NaOH (1 mL). The resulting solution was stirred at room temperature for 20 h then concentrated in vacuo. The residue was acidified with 2M HCl aq. and extracted with CH2Cl2 (2×30 mL). The combined organic extracts were dried (Na2SO4), filtered and evaporated to affor... Reactants: O (water), ClC=1C(=NC=CC1)N1N=C(C=C1C(=O)OC)CS(=O)(=O)C (methyl 1-(3-chloropyridin-2-yl)-3-[(methylsulphonyl)methyl]-1H-pyrazole-5-carboxylate), C([O-])([O-])=O.[K+].[K+] (potassium carbonate), FC(C=1C=C(C=C(C1)C(F)(F)F)CS(=O)(=O)NC)(F)F (1-[3,5-bis(trifluoromethyl)phenyl]-N-methylmethanesulphonamide). Run in C(C)#N (acetonitrile). Conditions: temperature 50 celsius, time 12 hour. Yields the product FC(C=1C=C(CS(=O)(=O)N(C)CC2=NN(C(=C2)C(=O)OC)C2=NC=CC=C2Cl)C=C(C1)C(F)(F)F)(F)F (methyl 3-{[{[3,5-bis(trifluoromethyl)benzyl]sulphonyl}(methyl)amino]methyl}-1-(3-chloropyridin-2-yl)-1H-pyrazole-5-carboxylate). As a reaction SMILES: [Cl:1][C:2]1[C:3]([N:8]2[C:12]([C:13]([O:15][CH3:16])=[O:14])=[CH:11][C:10]([CH2:17]S(C)(=O)=O)=[N:9]2)=[N:4][CH:5]=[CH:6][CH:7]=1.[F:22][C:23]([F:41])([F:40])[C:24]1[CH:25]=[C:26]([CH2:34][S:35]([NH:38][CH3:39])(=[O:37])=[O:36])[CH:27]=[C:28]([C:30]([F:33])([F:32])[F:31])[CH:29]=1.C(=O)([O-])[O-].[K+].[K+].O>C(#N)C>[F:41][C:23]([F:22])([F:40])[C:24]1[CH:25]=[C:26]([CH:27]=[C:28]([C:30]([F:33])([F:32])[F:31])[CH:29]=1)[CH2:34][S:35]([N:38]([CH2:17][C:10]1[CH:11]=[C:12]([C:13]([O:15][CH3:16])=[O:14])[N:8]([C:3]2[C:2]([Cl:1])=[CH:7][CH:6]=[CH:5][N:4]=2)[N:9]=1)[CH3:39])(=[O:36])=[O:37] |f:2.3.4|. Procedure: 5.00 g (14.4 mmol) of methyl 1-(3-chloropyridin-2-yl)-3-[(methylsulphonyl)methyl]-1H-pyrazole-5-carboxylate were dissolved in 50 ml of acetonitrile, and 4.64 g (14.4 mmol) of 1-[3,5-bis(trifluoromethyl)phenyl]-N-methylmethanesulphonamide were added a little at a time at room temperature. Then 2.40 g (17.35 mmol) of potassium carbonate were added to the reaction solution, and the mixture was stirred at 50° C. for 12 hours. After cooling to room temperature, the reaction solution was freed from th... The reactants are 0.5-M solution, [Sn](Cl)(Cl)(Cl)Cl (tin tetrachloride), C(=O)C(CC1=CCCC1C(=C)C)C(C)C (2-(2-formyl-3-methylbutyl)-3-isopropenyl-1-cyclopentene), 2-N, C([O-])([O-])=O.[Na+].[Na+] (sodium carbonate). Run in [N+](=O)([O-])C (nitromethane), [N+](=O)([O-])C (nitromethane). Yields the product O1C23CCC(=C3CC(C1CC2C)C(C)C)C (3a,6-epoxy-7-isopropyl-1,4-dimethyl-2,3,3a,4,5,6,7,8-octahydroazulene). RXN SMILES: [CH:1]([CH:3]([CH:13]([CH3:15])[CH3:14])[CH2:4][C:5]1[CH:9]([C:10]([CH3:12])=[CH2:11])[CH2:8][CH2:7][CH:6]=1)=[O:2].[Sn](Cl)(Cl)(Cl)Cl.[C:21](=O)([O-])[O-].[Na+].[Na+]>[N+](C)([O-])=O>[O:2]1[CH:1]2[CH2:11][CH:10]([CH3:12])[C:9]31[C:5]([CH2:4][CH:3]2[CH:13]([CH3:15])[CH3:14])=[C:6]([CH3:21])[CH2:7][CH2:8]3 |f:2.3.4|. Procedure: To a solution, cooled to -40°, of 3.3 g of 2-(2-formyl-3-methylbutyl)-3-isopropenyl-1-cyclopentene in 225 ml of nitromethane were added 45 ml of a 0.5-M solution of tin tetrachloride in nitromethane. The reaction mixture became intensely yellow in colour and an initially resulting precipitate dissolved again. The mixture was treated immediately with excess 2-N sodium carbonate solution and extracted with ether. After washing, the ethereal phase was dried in a conventional manner and the solvent ...